From a dataset of the Open Reaction Database (ORD), a public repository of structured organic reaction records. describe an organic reaction: reactants, conditions, products, and yield Reactants: ClC1=CC=C(C(=O)NC=2SC=C(N2)CC(=O)O)C=C1 ([2-(4-chloro-benzoylamino)-thiazol-4-yl]-acetic acid), C1(=CC=CC=C1)C(=O)N1CCNCC1 (phenyl-piperazin-1-yl-methanone). The product is C(C1=CC=CC=C1)(=O)N1CCN(CC1)C(CC=1N=C(SC1)NC(C1=CC=C(C=C1)Cl)=O)=O (N-{4-[2-(4-benzoyl-piperazin-1-yl)-2-oxo-ethyl]-thiazol-2-yl}-4-chloro-benzamide). Reaction SMILES: [Cl:1][C:2]1[CH:19]=[CH:18][C:5]([C:6]([NH:8][C:9]2[S:10][CH:11]=[C:12]([CH2:14][C:15]([OH:17])=O)[N:13]=2)=[O:7])=[CH:4][CH:3]=1.[C:20]1([C:26]([N:28]2[CH2:33][CH2:32][NH:31][CH2:30][CH2:29]2)=[O:27])[CH:25]=[CH:24][CH:23]=[CH:22][CH:21]=1>>[C:26]([N:28]1[CH2:33][CH2:32][N:31]([C:15](=[O:17])[CH2:14][C:12]2[N:13]=[C:9]([NH:8][C:6](=[O:7])[C:5]3[CH:4]=[CH:3][C:2]([Cl:1])=[CH:19][CH:18]=3)[S:10][CH:11]=2)[CH2:30][CH2:29]1)(=[O:27])[C:20]1[CH:25]=[CH:24][CH:23]=[CH:22][CH:21]=1. Procedure: In analogy to example 1.3, [2-(4-chloro-benzoylamino)-thiazol-4-yl]-acetic acid (example 1.2) was coupled with phenyl-piperazin-1-yl-methanone (CAS 13754-38-6) to give N-{4-[2-(4-benzoyl-piperazin-1-yl)-2-oxo-ethyl]-thiazol-2-yl}-4-chloro-benzamide, using general procedure C. White solid. MS 469.3 ([M+H]+) Reported procedure: A solution of 1.07 g (2.5 mmol) of (RS)-2-[[2-[(benzyloxy)carbonyl]-3-phenylpropyl]sulfonyl]-2-methylpropionyl chloride and 0.42 g (7.4 mmol) of cyclopropylamine in 20 ml of pyridine was stirred at room temperature for 2 hours. Thereafter, the reaction solution was evaporated under reduced pressure and the residue was chromatographed on 30 g of silica gel using a 99:1 mixture of methylene chloride and methanol as the eluent. There was obtained 0.96 g of benzyl rac-α-[[[1-(cyclopropylcarbamoyl)-1... Reactants: C(C1=CC=CC=C1)OC(=O)C(CS(=O)(=O)C(C(=O)Cl)(C)C)CC1=CC=CC=C1 ((RS)-2-[[2-[(benzyloxy)carbonyl]-3-phenylpropyl]sulfonyl]-2-methylpropionyl chloride), C1(CC1)N (cyclopropylamine). Product: C1(CC1)NC(=O)C(C)(C)S(=O)(=O)CC(C(=O)OCC1=CC=CC=C1)CC1=CC=CC=C1 (benzyl rac-α-[[[1-(cyclopropylcarbamoyl)-1-methylethyl]sulfonyl]methyl]hydrocinnamate). Isolated yield 86.6%. The solvent is N1=CC=CC=C1 (pyridine). As a reaction SMILES: [CH2:1]([O:8][C:9]([CH:11]([CH2:22][C:23]1[CH:28]=[CH:27][CH:26]=[CH:25][CH:24]=1)[CH2:12][S:13]([C:16]([CH3:21])([CH3:20])[C:17](Cl)=[O:18])(=[O:15])=[O:14])=[O:10])[C:2]1[CH:7]=[CH:6][CH:5]=[CH:4][CH:3]=1.[CH:29]1([NH2:32])[CH2:31][CH2:30]1>N1C=CC=CC=1>[CH:29]1([NH:32][C:17]([C:16]([S:13]([CH2:12][CH:11]([CH2:22][C:23]2[CH:28]=[CH:27][CH:26]=[CH:25][CH:24]=2)[C:9]([O:8][CH2:1][C:2]2[CH:7]=[CH:6][CH:5]=[CH:4][CH:3]=2)=[O:10])(=[O:15])=[O:14])([CH3:21])[CH3:20])=[O:18])[CH2:31][CH2:30]1. The reactants are CCO, Cc1nc(C)c(Cl)c(NCc2nccc(SCCCCl)c2C)n1, [Na+], [OH-], O, OCCS. Yields the product Cc1nc(C)c(Cl)c(NCc2nccc(SCCCSCCO)c2C)n1. RXN SMILES: [CH3:31][CH2:32][OH:33].[Cl:1][c:2]1[c:3]([NH:10][CH2:11][c:12]2[n:13][cH:14][cH:15][c:16]([S:19][CH2:20][CH2:21][CH2:22][Cl:23])[c:17]2[CH3:18])[n:4][c:5]([CH3:9])[n:6][c:7]1[CH3:8].[Na+:29].[OH-:28].[OH2:30].[SH:24][CH2:25][CH2:26][OH:27]>>[Cl:1][c:2]1[c:3]([NH:10][CH2:11][c:12]2[n:13][cH:14][cH:15][c:16]([S:19][CH2:20][CH2:21][CH2:22][S:24][CH2:25][CH2:26][OH:27])[c:17]2[CH3:18])[n:4][c:5]([CH3:9])[n:6][c:7]1[CH3:8]. Starting materials: Cl (HCl), aqueous solution, [OH-].[Na+] (NaOH), C1CCOC1 (THF), ClC=1C=CC(=C(C1)C=1C=CC(=NC1)C(=O)NCCC(=O)OCC)CNC1=CC=C(C=C1)C1=CC(=C(C=C1)F)F (ethyl 3-(5-(5-chloro-2-(((3′,4′-difluoro-[1,1′-biphenyl]-4-yl)amino)methyl)phenyl)picolinamido)propanoate). Run in CO (MeOH). Conditions: temperature 55 celsius. Yields the product ClC=1C=CC(=C(C1)C=1C=CC(=NC1)C(=O)NCCC(=O)O)CNC1=CC=C(C=C1)C1=CC(=C(C=C1)F)F (3-(5-(5-chloro-2-(((3′,4′-difluoro-[1,1′-biphenyl]-4-yl)amino)methyl)phenyl)picolinamido)propanoic acid). Reaction SMILES: [OH-].[Na+].C1COCC1.[Cl:8][C:9]1[CH:10]=[CH:11][C:12]([CH2:31][NH:32][C:33]2[CH:38]=[CH:37][C:36]([C:39]3[CH:44]=[CH:43][C:42]([F:45])=[C:41]([F:46])[CH:40]=3)=[CH:35][CH:34]=2)=[C:13]([C:15]2[CH:16]=[CH:17][C:18]([C:21]([NH:23][CH2:24][CH2:25][C:26]([O:28]CC)=[O:27])=[O:22])=[N:19][CH:20]=2)[CH:14]=1.Cl>CO>[Cl:8][C:9]1[CH:10]=[CH:11][C:12]([CH2:31][NH:32][C:33]2[CH:38]=[CH:37][C:36]([C:39]3[CH:44]=[CH:43][C:42]([F:45])=[C:41]([F:46])[CH:40]=3)=[CH:35][CH:34]=2)=[C:13]([C:15]2[CH:16]=[CH:17][C:18]([C:21]([NH:23][CH2:24][CH2:25][C:26]([OH:28])=[O:27])=[O:22])=[N:19][CH:20]=2)[CH:14]=1 |f:0.1|. Procedure: A 1M aqueous solution of NaOH (2.0 mL, 2.0 mmol) was added to a THF (1 mL) and MeOH (5 mL) solution of ethyl 3-(5-(5-chloro-2-(((3′,4′-difluoro-[1,1′-biphenyl]-4-yl)amino)methyl)phenyl)picolinamido)propanoate (50 mg, 0.09 mmol) and the resulting mixture was heated to 55° C. After 10 min the resulting mixture was neutralized with 2M aqueous HCl, concentrated and extracted with EtOAc. The combined extracts were concentrated and purified via column chromatography to yield the title compound.